From a dataset of the Open Reaction Database (ORD), a public repository of structured organic reaction records. describe an organic reaction: reactants, conditions, products, and yield Starting materials: BrC=1C=C(C(N(C1)C)=O)NC1=NC=C(C=C1)OCCN(C)C (5-bromo-3-(5-(2-(dimethylamino)ethoxy)pyridin-2-ylamino)-1-methylpyridin-2(1H)-one), C(C)(=O)OCC1=C(C=C(C=C1N1C(C=2N(C=3CCCCC3C2)CC1)=O)F)B1OC(C(O1)(C)C)(C)C (2-(4,4,5,5-Tetramethyl-[1,3,2]dioxaborolan-2-yl)-4-fluoro-6-(1-oxo-3,4,6,7,8,9-hexahydropyrazino[1,2-a]indol-2(1H)-yl)benzyl Acetate), [O-]P(=O)([O-])[O-].[K+].[K+].[K+] (K3PO4), CC(=O)[O-].[Na+] (NaOAc). Reagents/catalysts: C1=CC=C(C=C1)P([C-]2C=CC=C2)C3=CC=CC=C3.C1=CC=C(C=C1)P([C-]2C=CC=C2)C3=CC=CC=C3.Cl[Pd]Cl.[Fe+2] (PdCl2(dppf)). Solvent: CC#N (MeCN), O (water). Conditions: temperature 110 celsius. Yields the product C(C)(=O)OCC1=C(C=C(C=C1N1C(C=2N(C=3CCCCC3C2)CC1)=O)F)C1=CN(C(C(=C1)NC1=NC=C(C=C1)OCCN(C)C)=O)C (2-(5-(5-(2-(Dimethylamino)ethoxy)pyridin-2-ylamino)-1-methyl-6-oxo-1,6-dihydropyridin-3-yl)-4-fluoro-6-(1-oxo-3,4,6,7,8,9-hexahydropyrazino[1,2-a]indol-2(1H)-yl)benzyl Acetate). Isolated yield 57.2%. RXN SMILES: Br[C:2]1[CH:3]=[C:4]([NH:10][C:11]2[CH:16]=[CH:15][C:14]([O:17][CH2:18][CH2:19][N:20]([CH3:22])[CH3:21])=[CH:13][N:12]=2)[C:5](=[O:9])[N:6]([CH3:8])[CH:7]=1.[C:23]([O:26][CH2:27][C:28]1[C:33]([N:34]2[CH2:46][CH2:45][N:37]3[C:38]4[CH2:39][CH2:40][CH2:41][CH2:42][C:43]=4[CH:44]=[C:36]3[C:35]2=[O:47])=[CH:32][C:31]([F:48])=[CH:30][C:29]=1B1OC(C)(C)C(C)(C)O1)(=[O:25])[CH3:24].[O-]P([O-])([O-])=O.[K+].[K+].[K+].CC([O-])=O.[Na+]>CC#N.O.C1C=CC(P(C2C=CC=CC=2)[C-]2C=CC=C2)=CC=1.C1C=CC(P(C2C=CC=CC=2)[C-]2C=CC=C2)=CC=1.Cl[Pd]Cl.[Fe+2]>[C:23]([O:26][CH2:27][C:28]1[C:33]([N:34]2[CH2:46][CH2:45][N:37]3[C:38]4[CH2:39][CH2:40][CH2:41][CH2:42][C:43]=4[CH:44]=[C:36]3[C:35]2=[O:47])=[CH:32][C:31]([F:48])=[CH:30][C:29]=1[C:2]1[CH:3]=[C:4]([NH:10][C:11]2[CH:16]=[CH:15][C:14]([O:17][CH2:18][CH2:19][N:20]([CH3:22])[CH3:21])=[CH:13][N:12]=2)[C:5](=[O:9])[N:6]([CH3:8])[CH:7]=1)(=[O:25])[CH3:24] |f:2.3.4.5,6.7,10.11.12.13|. Procedure: A mixture of 5-bromo-3-(5-(2-(dimethylamino)ethoxy)pyridin-2-ylamino)-1-methylpyridin-2(1H)-one 268c (205 mg, 0.56 mmol), 4-fluoro-2-(1-oxo-3,4,6,7,8,9-hexahydropyrazino[1,2-a]indol-2(1H)-yl)-6-(4,4,5,5-tetramethyl-1,3,2-dioxaborolan-2-yl)benzyl acetate 210d (270 mg, 0.56 mmol), PdCl2(dppf) (51 mg, 0.07 mmol), K3PO4 (100 mg), and NaOAc (40 mg) in MeCN (6 mL) and water (2 mL) was heated at 110° C. in a sealed tube for 2 h. The solvent was evaporated in vacuo. The residue was purified on reverse p... The reactants are CC(C)(C)[Si](C)(C)OCCCCC#C ((1,1-dimethylethyl)(5-hexynyloxy)dimethylsilane), O=C1OC2=C(C=C1)C(=CC=C2)OS(=O)(=O)C(F)(F)F (trifluoromethanesulfonic acid 2-oxo-2H-1-benzopyran-5-yl ester). Product: CC(C)(C)[Si](OCCCCC#CC1=CC=CC2=C1C=CC(O2)=O)(C)C (5-[6-[[(1,1-Dimethylethyl)dimethylsilyl]oxy]-1-hexynyl]-2H-1-benzopyran-2-one). The yield is 87.0%. RXN SMILES: [O:1]=[C:2]1[CH:7]=[CH:6][C:5]2[C:8](OS(C(F)(F)F)(=O)=O)=[CH:9][CH:10]=[CH:11][C:4]=2[O:3]1.[CH3:20][C:21]([Si:24]([O:27][CH2:28][CH2:29][CH2:30][CH2:31][C:32]#[CH:33])([CH3:26])[CH3:25])([CH3:23])[CH3:22]>>[CH3:23][C:21]([Si:24]([CH3:25])([CH3:26])[O:27][CH2:28][CH2:29][CH2:30][CH2:31][C:32]#[C:33][C:8]1[C:5]2[CH:6]=[CH:7][C:2](=[O:1])[O:3][C:4]=2[CH:11]=[CH:10][CH:9]=1)([CH3:20])[CH3:22]. Procedure: Using the procedure of example 120, trifluoromethanesulfonic acid 2-oxo-2H-1-benzopyran-5-yl ester from example 119 was converted to the title compound by reaction with (1,1-dimethylethyl)(5-hexynyloxy)dimethylsilane. The product was a solid, obtained in 87% yield. Starting materials: C(=O)NC1=CC=CC(=N1)C(C(=O)NC1[C@@H]2N(C(=C(CS2)Cl)C(=O)OCC2=CC=C(C=C2)[N+](=O)[O-])C1=O)=NOC (4-nitrobenzyl 7-[2-(6-formamidopyridin-2-yl)-2-methoxyiminoacetamido]-3-chloro-3-cephem-4-carboxylate), CO (methanol). The reagents and catalysts are [Pd] (palladium on carbon). The solvent is O1CCCC1 (tetrahydrofuran). Reaction conditions: time 4 hour. Product: C(=O)NC1=CC=CC(=N1)C(C(=O)NC1[C@@H]2N(C(=C(CS2)Cl)C(=O)O)C1=O)=NOC (7-[2-(6-formamidopyridin-2-yl)-2-methoxyiminoacetamido]-3-chloro-3-cephem-4-carboxylic acid). The yield is 62.2%. As a reaction SMILES: [CH:1]([NH:3][C:4]1[N:9]=[C:8]([C:10](=[N:37][O:38][CH3:39])[C:11]([NH:13][CH:14]2[C:35](=[O:36])[N:16]3[C:17]([C:22]([O:24]CC4C=CC([N+]([O-])=O)=CC=4)=[O:23])=[C:18]([Cl:21])[CH2:19][S:20][C@H:15]23)=[O:12])[CH:7]=[CH:6][CH:5]=1)=[O:2].CO>[Pd].O1CCCC1>[CH:1]([NH:3][C:4]1[N:9]=[C:8]([C:10](=[N:37][O:38][CH3:39])[C:11]([NH:13][CH:14]2[C:35](=[O:36])[N:16]3[C:17]([C:22]([OH:24])=[O:23])=[C:18]([Cl:21])[CH2:19][S:20][C@H:15]23)=[O:12])[CH:7]=[CH:6][CH:5]=1)=[O:2]. Procedure details: A mixture of 4-nitrobenzyl 7-[2-(6-formamidopyridin-2-yl)-2-methoxyiminoacetamido]-3-chloro-3-cephem-4-carboxylate (syn isomer) (1.43 g.), 10% palladium on carbon (0.8 g.), methanol (30 ml.) and tetrahydrofuran (60 ml.) was subjected to catalytic reduction at ambient temperature under ordinary pressure for 4 hours. After removing the catalyst by filtration, the filtrate was concentrated under reduced pressure. An aqueous solution of sodium bicarbonate and ethyl acetate were added to the residue,...